Dataset: the Open Reaction Database (ORD), a public repository of structured organic reaction records. Task: describe an organic reaction: reactants, conditions, products, and yield Starting materials: CC=1NC=CN1 (2-methyl-1H-imidazole), CC1(OC1)C (2,2-dimethyloxirane). Yields the product CC(CN1C(=NC=C1)C)(C)O (2-Methyl-1-(2-methyl-1H-imidazol-1-yl)propan-2-ol). RXN SMILES: [CH3:1][C:2]1[NH:3][CH:4]=[CH:5][N:6]=1.[CH3:7][C:8]1([CH3:11])[CH2:10][O:9]1>>[CH3:7][C:8]([OH:9])([CH3:11])[CH2:10][N:3]1[CH:4]=[CH:5][N:6]=[C:2]1[CH3:1]. Procedure details: The title compound was prepared according to the method described for Preparation 146 using 2-methyl-1H-imidazole and 2,2-dimethyloxirane. Reactants: Cl.C1(=CC=CC=C1)C#CC=1C=C(C=NC1)C(=O)N1CCC(CC1)C=1C=C(C(=N)N)C=CC1 (3-[1-(5-Phenylethynyl-pyridine-3-carbonyl)-piperidin-4-yl]-benzamidine hydrochloride). The reagents and catalysts are [Pd] (palladium on carbon). The solvent is C(C)O (ethanol). Reaction conditions: time 5 hour. The product is Cl.C1(=CC=CC=C1)CCC=1C=C(C=NC1)C(=O)N1CCC(CC1)C=1C=C(C(=N)N)C=CC1 (3-[1-(5-Phenylethyl-pyridine-3-carbonyl)-piperidin-4-yl]-benzamidine hydrochloride). Isolated yield 99.1%. RXN SMILES: [ClH:1].[C:2]1([C:8]#[C:9][C:10]2[CH:11]=[C:12]([C:16]([N:18]3[CH2:23][CH2:22][CH:21]([C:24]4[CH:25]=[C:26]([CH:30]=[CH:31][CH:32]=4)[C:27]([NH2:29])=[NH:28])[CH2:20][CH2:19]3)=[O:17])[CH:13]=[N:14][CH:15]=2)[CH:7]=[CH:6][CH:5]=[CH:4][CH:3]=1>C(O)C.[Pd]>[ClH:1].[C:2]1([CH2:8][CH2:9][C:10]2[CH:11]=[C:12]([C:16]([N:18]3[CH2:19][CH2:20][CH:21]([C:24]4[CH:25]=[C:26]([CH:30]=[CH:31][CH:32]=4)[C:27]([NH2:29])=[NH:28])[CH2:22][CH2:23]3)=[O:17])[CH:13]=[N:14][CH:15]=2)[CH:3]=[CH:4][CH:5]=[CH:6][CH:7]=1 |f:0.1,4.5|. Reported procedure: A solution of 3-[1-(5-phenylethynyl-pyridine-3-carbonyl)-piperidin-4-yl]-benzamidine hydrochloride (Example 46) (150 mg) in ethanol (5 ml), treated with 10% palladium on carbon (15 mg) and stirred at ambient temperature under an atmosphere of hydrogen for 5 hours. The reaction mixture is filtered through a short pad of hyflo and concentrated under vacuum to give the title compound as a colourless oil (150 mg). 1H NMR (DMSO, 500 MHz) δ8.48 (m, 2H), 7.78 (s, 1H), 7.65 (m, 3H), 7.59 (m, 1H), 7.20 (... Reaction SMILES: [Cl:1][C:2]1[CH:7]=[CH:6][C:5]([C:8]2[N:9]=[C:10]([CH3:18])[O:11][C:12]=2[CH2:13][CH2:14][C:15]([OH:17])=[O:16])=[CH:4][CH:3]=1.Cl.[CH3:20]O>>[Cl:1][C:2]1[CH:3]=[CH:4][C:5]([C:8]2[N:9]=[C:10]([CH3:18])[O:11][C:12]=2[CH2:13][CH2:14][C:15]([O:17][CH3:20])=[O:16])=[CH:6][CH:7]=1. The reactants are ClC1=CC=C(C=C1)C=1N=C(OC1CCC(=O)O)C (4-(4-chlorophenyl)-2-methyloxazole-5-propionic acid), Cl (hydrogen chloride), CO (methanol). Conditions: time 2 hour. Yields the product ClC1=CC=C(C=C1)C=1N=C(OC1CCC(=O)OC)C (methyl 4-(4-chlorophenyl)-2-methyloxazole-5-propionate). Reported procedure: A mixture of 4-(4-chlorophenyl)-2-methyloxazole-5-propionic acid (10.0 g), methanol (50 ml) and 20% methanolic hydrogen chloride (50 ml) was allowed to stand at room temperature for 2 hours. The solvent was distilled off, followed by addition of water. The mixture was neutralized with potassium carbonate and extracted with ethyl acetate. The ethyl acetate layer was washed with water and dried over anhydrous magnesium sulfate. The solvent was then distilled off and the residue was further distill... Starting materials: O=C(n1ccnc1)n1ccnc1, C1CCOC1, CNOC, Cl, O=C(O)c1ccc2cc[nH]c2c1. The product is CON(C)C(=O)c1ccc2cc[nH]c2c1. As a reaction SMILES: [C:13]([n:14]1[cH:15][cH:16][n:17][cH:18]1)([n:19]1[cH:20][cH:21][n:22][cH:23]1)=[O:24].[CH2:30]1[O:31][CH2:32][CH2:33][CH2:34]1.[CH3:26][O:27][NH:28][CH3:29].[ClH:25].[nH:1]1[cH:2][cH:3][c:4]2[cH:5][cH:6][c:7]([C:10](=[O:11])[OH:12])[cH:8][c:9]12>>[nH:1]1[cH:2][cH:3][c:4]2[cH:5][cH:6][c:7]([C:10](=[O:12])[N:28]([O:27][CH3:26])[CH3:29])[cH:8][c:9]12.